This data is from the Open Reaction Database (ORD), a public repository of structured organic reaction records. The task is: describe an organic reaction: reactants, conditions, products, and yield The reactants are O=C(O)c1cc2cc(Br)sc2[nH]1, Cl, NC(Cc1ccccc1)C(=O)N1CC(O)C1. Yields the product O=C(NC(Cc1ccccc1)C(=O)N1CC(O)C1)c1cc2cc(Br)sc2[nH]1. Reaction SMILES: [Br:1][c:2]1[cH:3][c:4]2[c:5]([nH:6][c:7]([C:9](=[O:10])[OH:11])[cH:8]2)[s:12]1.[ClH:13].[NH2:14][CH:15]([C:16](=[O:17])[N:18]1[CH2:19][CH:20]([OH:22])[CH2:21]1)[CH2:23][c:24]1[cH:25][cH:26][cH:27][cH:28][cH:29]1>>[Br:1][c:2]1[cH:3][c:4]2[c:5]([nH:6][c:7]([C:9](=[O:11])[NH:14][CH:15]([C:16](=[O:17])[N:18]3[CH2:19][CH:20]([OH:22])[CH2:21]3)[CH2:23][c:24]3[cH:25][cH:26][cH:27][cH:28][cH:29]3)[cH:8]2)[s:12]1. The reactants are C(C(C)C)NCC=1SC(=CC1)C1=CC(=CC=C1)S(=O)(=O)C (isobutyl-[5-(3-methanesulfonyl-phenyl)-thiophen-2-ylmethyl]-amine), FC=1C=CC(=C(C1)S(=O)(=O)Cl)C (5-fluoro-2-methylbenzenesulfonyl chloride), C(C)(C)N(C(C)C)CC (N,N-diisopropyl ethyl amine). Solvent: ClCCl (dichloromethane). Product: FC=1C=CC(=C(C1)S(=O)(=O)N(CC=1SC(=CC1)C1=CC(=CC=C1)S(=O)(=O)C)CC(C)C)C (5-fluoro-N-isobutyl-N-[5-(3-methanesulfonyl-phenyl)-thiophen-2-ylmethyl]-2-methyl-benzenesulfonamide). RXN SMILES: [CH2:1]([NH:5][CH2:6][C:7]1[S:8][C:9]([C:12]2[CH:17]=[CH:16][CH:15]=[C:14]([S:18]([CH3:21])(=[O:20])=[O:19])[CH:13]=2)=[CH:10][CH:11]=1)[CH:2]([CH3:4])[CH3:3].[F:22][C:23]1[CH:24]=[CH:25][C:26]([CH3:33])=[C:27]([S:29](Cl)(=[O:31])=[O:30])[CH:28]=1.C(N(CC)C(C)C)(C)C>ClCCl>[F:22][C:23]1[CH:24]=[CH:25][C:26]([CH3:33])=[C:27]([S:29]([N:5]([CH2:1][CH:2]([CH3:4])[CH3:3])[CH2:6][C:7]2[S:8][C:9]([C:12]3[CH:17]=[CH:16][CH:15]=[C:14]([S:18]([CH3:21])(=[O:20])=[O:19])[CH:13]=3)=[CH:10][CH:11]=2)(=[O:31])=[O:30])[CH:28]=1. Procedure details: In analogy to example 13, step 2, isobutyl-[5-(3-methanesulfonyl-phenyl)-thiophen-2-ylmethyl]-amine (example 15, step 2) was reacted with 5-fluoro-2-methylbenzenesulfonyl chloride and N,N-diisopropyl ethyl amine in dichloromethane to give 5-fluoro-N-isobutyl-N-[5-(3-methanesulfonyl-phenyl)-thiophen-2-ylmethyl]-2-methyl-benzenesulfonamide as a colorless oil. MS: 513.0 ([M+NH4]+)